describe an organic reaction: reactants, conditions, products, and yield From a dataset of the Open Reaction Database (ORD), a public repository of structured organic reaction records. Reactants: O=C([O-])O, CC1(C)CONC1=O, Cc1ccccc1, O=Cc1ccccc1Cl, [Na+], O=S(=O)(O)O. Product: CC(C)(CON=Cc1ccccc1Cl)C(=O)O. As a reaction SMILES: [C:23]([O-:24])(=[O:25])[OH:26].[CH3:15][C:16]1([CH3:22])[C:17](=[O:21])[NH:18][O:19][CH2:20]1.[CH3:28][c:29]1[cH:30][cH:31][cH:32][cH:33][cH:34]1.[Cl:6][c:7]1[c:8]([CH:9]=[O:10])[cH:11][cH:12][cH:13][cH:14]1.[Na+:27].[S:1](=[O:2])(=[O:3])([OH:4])[OH:5]>>[Cl:6][c:7]1[c:8]([CH:9]=[N:18][O:19][CH2:20][C:16]([CH3:15])([C:17](=[O:21])[OH:24])[CH3:22])[cH:11][cH:12][cH:13][cH:14]1. Reactants: CN, CO, O=Cc1cccc(O)c1. Yields the product CNCc1cccc(O)c1. As a reaction SMILES: [CH3:10][NH2:11].[CH3:12][OH:13].[OH:1][c:2]1[cH:3][c:4]([CH:5]=[O:6])[cH:7][cH:8][cH:9]1>>[OH:1][c:2]1[cH:3][c:4]([CH2:5][NH:11][CH3:10])[cH:7][cH:8][cH:9]1. The reactants are C=CCC1(COCC[Si](C)(C)C)CC(c2cccc(Cl)c2)C(c2ccc(Cl)cc2)N(C(CC)CNS(=O)(=O)C2CC2)C1=O, C1CCOC1, [H-], CI, [Na+]. Yields the product C=CCC1(COCC[Si](C)(C)C)CC(c2cccc(Cl)c2)C(c2ccc(Cl)cc2)N(C(CC)CN(C)S(=O)(=O)C2CC2)C1=O. RXN SMILES: [CH2:1]([CH:2]=[CH2:3])[C:4]1([CH2:36][O:37][CH2:38][CH2:39][Si:40]([CH3:41])([CH3:42])[CH3:43])[C:5](=[O:35])[N:6]([CH:24]([CH2:25][NH:26][S:27](=[O:28])(=[O:29])[CH:30]2[CH2:31][CH2:32]2)[CH2:33][CH3:34])[CH:7]([c:17]2[cH:18][cH:19][c:20]([Cl:23])[cH:21][cH:22]2)[CH:8]([c:10]2[cH:11][c:12]([Cl:16])[cH:13][cH:14][cH:15]2)[CH2:9]1.[CH2:48]1[O:49][CH2:50][CH2:51][CH2:52]1.[H-:44].[I:46][CH3:47].[Na+:45]>>[CH2:1]([CH:2]=[CH2:3])[C:4]1([CH2:36][O:37][CH2:38][CH2:39][Si:40]([CH3:41])([CH3:42])[CH3:43])[C:5](=[O:35])[N:6]([CH:24]([CH2:25][N:26]([S:27](=[O:28])(=[O:29])[CH:30]2[CH2:31][CH2:32]2)[CH3:47])[CH2:33][CH3:34])[CH:7]([c:17]2[cH:18][cH:19][c:20]([Cl:23])[cH:21][cH:22]2)[CH:8]([c:10]2[cH:11][c:12]([Cl:16])[cH:13][cH:14][cH:15]2)[CH2:9]1. The reactants are [Br-], [Zn+]C1CCCCC1, CSc1nsc(Cl)n1, ClCCl, Cl[Pd]Cl, C1CCOC1. As a reaction SMILES: [Br-:9].[CH:10]1([Zn+:16])[CH2:11][CH2:12][CH2:13][CH2:14][CH2:15]1.[Cl:1][c:2]1[n:3][c:4]([S:7][CH3:8])[n:5][s:6]1.[Cl:22][CH2:23][Cl:24].[Cl:25][Pd:26][Cl:27].[O:17]1[CH2:18][CH2:19][CH2:20][CH2:21]1>>[c:2]1([CH:10]2[CH2:11][CH2:12][CH2:13][CH2:14][CH2:15]2)[n:3][c:4]([S:7][CH3:8])[n:5][s:6]1. Product: CSc1nsc(C2CCCCC2)n1. Run at time 8 hour. Reported procedure: To a solution of N-[5-(hydroxymethyl)-2-methyl-3-thienyl]-N-methylthiophene-2-sulfonamide (31.1 g) in tetrahydrofuran (300 mL) was added manganese dioxide (43 g), and the mixture was stirred at room temperature overnight. The manganese dioxide was filtered off and the filtrate was concentrated and crystallized from diethyl ether to give N-(5-formyl-2-methyl-3-thienyl)-N-methylthiophene-2-sulfonamide (26.4 g, yield 86%) as yellow crystals. As a reaction SMILES: [OH:1][CH2:2][C:3]1[S:7][C:6]([CH3:8])=[C:5]([N:9]([CH3:18])[S:10]([C:13]2[S:14][CH:15]=[CH:16][CH:17]=2)(=[O:12])=[O:11])[CH:4]=1>O1CCCC1.[O-2].[O-2].[Mn+4]>[CH:2]([C:3]1[S:7][C:6]([CH3:8])=[C:5]([N:9]([CH3:18])[S:10]([C:13]2[S:14][CH:15]=[CH:16][CH:17]=2)(=[O:11])=[O:12])[CH:4]=1)=[O:1] |f:2.3.4|. The reactants are OCC1=CC(=C(S1)C)N(S(=O)(=O)C=1SC=CC1)C (N-[5-(hydroxymethyl)-2-methyl-3-thienyl]-N-methylthiophene-2-sulfonamide). The reagents and catalysts are [O-2].[O-2].[Mn+4] (manganese dioxide). Yield: 85.5%. Yields the product C(=O)C1=CC(=C(S1)C)N(S(=O)(=O)C=1SC=CC1)C (N-(5-formyl-2-methyl-3-thienyl)-N-methylthiophene-2-sulfonamide). Solvent: O1CCCC1 (tetrahydrofuran).